From a dataset of the Open Reaction Database (ORD), a public repository of structured organic reaction records. describe an organic reaction: reactants, conditions, products, and yield The reactants are O=C([O-])[O-], C[N+]1([O-])CCOCC1, CS(C)=O, Clc1ccc2c(c1)ncc1c3c([nH]c12)CCNC3, [Cs+], [Cs+], CCOC(=O)c1ccc(F)cc1, O. The product is CCOC(=O)c1ccc(N2CCc3[nH]c4c(cnc5cc(Cl)ccc54)c3C2)cc1. RXN SMILES: [C:39](=[O:40])([O-:41])[O-:42].[CH3:31][N+:32]1([O-:33])[CH2:34][CH2:35][O:36][CH2:37][CH2:38]1.[CH3:46][S:47]([CH3:48])=[O:49].[Cl:1][c:2]1[cH:3][cH:4][c:5]2[c:6]3[c:7]([cH:8][n:9][c:10]2[cH:11]1)[c:12]1[c:13]([nH:14]3)[CH2:15][CH2:16][NH:17][CH2:18]1.[Cs+:43].[Cs+:44].[F:19][c:20]1[cH:21][cH:22][c:23]([C:24](=[O:25])[O:26][CH2:27][CH3:28])[cH:29][cH:30]1.[OH2:45]>>[Cl:1][c:2]1[cH:3][cH:4][c:5]2[c:6]3[c:7]([cH:8][n:9][c:10]2[cH:11]1)[c:12]1[c:13]([nH:14]3)[CH2:15][CH2:16][N:17]([c:20]2[cH:21][cH:22][c:23]([C:24](=[O:25])[O:26][CH2:27][CH3:28])[cH:29][cH:30]2)[CH2:18]1. Reactants: O=C([O-])[O-], Cc1cc(O)ccc1COCCn1ccnn1, CCC(C)=O, FC(F)(F)Sc1ccc(C=Cc2nc(CCl)co2)cc1, [Cs+], [Cs+], [I-], [K+]. Yields the product Cc1cc(OCc2coc(C=Cc3ccc(SC(F)(F)F)cc3)n2)ccc1COCCn1ccnn1. As a reaction SMILES: [C:18](=[O:19])([O-:20])[O-:21].[CH3:1][c:2]1[cH:3][c:4]([OH:17])[cH:5][cH:6][c:7]1[CH2:8][O:9][CH2:10][CH2:11][n:12]1[n:13][n:14][cH:15][cH:16]1.[CH3:46][C:47](=[O:48])[CH2:49][CH3:50].[Cl:24][CH2:25][c:26]1[n:27][c:28]([CH:31]=[CH:32][c:33]2[cH:34][cH:35][c:36]([S:39][C:40]([F:41])([F:42])[F:43])[cH:37][cH:38]2)[o:29][cH:30]1.[Cs+:22].[Cs+:23].[I-:45].[K+:44]>>[CH3:1][c:2]1[cH:3][c:4]([O:17][CH2:25][c:26]2[n:27][c:28]([CH:31]=[CH:32][c:33]3[cH:34][cH:35][c:36]([S:39][C:40]([F:41])([F:42])[F:43])[cH:37][cH:38]3)[o:29][cH:30]2)[cH:5][cH:6][c:7]1[CH2:8][O:9][CH2:10][CH2:11][n:12]1[n:13][n:14][cH:15][cH:16]1. Reactants: IC1=C(C=CC(=C1)[N+](=O)[O-])Cl (2-iodo-4-nitrochlorobenzene), ( 58 ), NC1=NC=CN=C1 (2-aminopyrazine), C([O-])([O-])=O.[Cs+].[Cs+] (cesium carbonate), CC1(C2=C(C(=CC=C2)P(C3=CC=CC=C3)C4=CC=CC=C4)OC5=C(C=CC=C51)P(C6=CC=CC=C6)C7=CC=CC=C7)C (Xantphos), CC1(C2=CC=CC(=C2OC=2C(=CC=CC12)P(C1=CC=CC=C1)C1=CC=CC=C1)P(C1=CC=CC=C1)C1=CC=CC=C1)C (9,9-dimethyl-4,5-bis-(diphenylphosphino)xanthene). The reagents and catalysts are C(C)(=O)[O-].C(C)(=O)[O-].[Pd+2] (palladium diacetate). The solvent is C1(=CC=CC=C1)C (toluene). The product is [N+](=O)([O-])C=1C=CC2=C(N3C(=N2)C=NC=C3)C1 (7-nitropyrazino[1,2-a]benzimidazole). Yield: 51.1%. Reaction SMILES: I[C:2]1[CH:7]=[C:6]([N+:8]([O-:10])=[O:9])[CH:5]=[CH:4][C:3]=1Cl.[NH2:12][C:13]1[CH:18]=[N:17][CH:16]=[CH:15][N:14]=1.C(=O)([O-])[O-].[Cs+].[Cs+].CC1(C)C2C(=C(P(C3C=CC=CC=3)C3C=CC=CC=3)C=CC=2)OC2C(P(C3C=CC=CC=3)C3C=CC=CC=3)=CC=CC1=2>C1(C)C=CC=CC=1.C([O-])(=O)C.C([O-])(=O)C.[Pd+2]>[N+:8]([C:6]1[CH:5]=[CH:4][C:3]2[N:12]=[C:13]3[CH:18]=[N:17][CH:16]=[CH:15][N:14]3[C:2]=2[CH:7]=1)([O-:10])=[O:9] |f:2.3.4,7.8.9|. Procedure: A mixture of 0.6 g (2.12 mmol) of 2-iodo-4-nitrochlorobenzene (XXI) (G. A. Olah, J. Org. Chem., 1993 (58), 3194-3195), 0.2 g (2.1 mmol) of 2-aminopyrazine (XXII), 2.8 g (8.5 mmol) of cesium carbonate, 0.15 g (0.25 mmol) of Xantphos® (9,9-dimethyl-4,5-bis-(diphenylphosphino)xanthene) and 30 mg (0.13 mmol) of palladium diacetate in 20 ml of dry toluene is heated at 120° C. for 12 hours. After this period of time, the mixture is concentrated under reduced pressure and then taken up in 350 ml of dic... Starting materials: BrC(=CC1=C(C=CC=C1CC)CC)Br (2-(2,2-dibromo-vinyl)-1,3-diethyl-benzene), NCC(C)N (1,2-diaminopropane), M-CH3CH2. Yields the product C(C)C1=C(CC=2NCC(N2)C)C(=CC=C1)CC (rac-2-(2,6-Diethyl-benzyl)-4-methyl-4,5-dihydro-1H-imidazole). As a reaction SMILES: Br[C:2](Br)=[CH:3][C:4]1[C:9]([CH2:10][CH3:11])=[CH:8][CH:7]=[CH:6][C:5]=1[CH2:12][CH3:13].[NH2:15][CH2:16][CH:17]([NH2:19])[CH3:18]>>[CH2:12]([C:5]1[CH:6]=[CH:7][CH:8]=[C:9]([CH2:10][CH3:11])[C:4]=1[CH2:3][C:2]1[NH:15][CH2:16][CH:17]([CH3:18])[N:19]=1)[CH3:13]. Procedure details: rac-2-(2,6-Diethyl-benzyl)-4-methyl-4,5-dihydro-1H-imidazole was prepared from 2-(2,2-dibromo-vinyl)-1,3-diethyl-benzene and 1,2-diaminopropane in analogy to Example 1 e): orange crystals; MS (EI): 230.2 (M+. ), 215.2 ((M-CH3)+.), 201.2 (((M-CH3CH2)+.), 100%). Reactants: Intermediate 2, FC1=CC=C(C=C1)S(=O)(=O)CC#N (2-(4-fluoro-benzenesulfonyl) acetonitrile), ClC1=CC=C(C=C1)S(=O)(=O)CC#N (2-(4-chlorobenzenesulfonyl) acetonitrile). Product: FC1=CC=C(C=C1)S(=O)(=O)C(C#N)=C(S(=O)(=O)C)S(=O)(=O)C (2-(4-Fluoro-benzenesulfonyl)-3,3-bis-methylsulfonyl-acrylonitrile). As a reaction SMILES: [F:1][C:2]1[CH:7]=[CH:6][C:5]([S:8]([CH2:11][C:12]#[N:13])(=[O:10])=[O:9])=[CH:4][CH:3]=1.ClC1C=C[C:18]([S:21]([CH2:24]C#N)(=[O:23])=[O:22])=CC=1>>[F:1][C:2]1[CH:3]=[CH:4][C:5]([S:8]([C:11](=[C:24]([S:8]([CH3:5])(=[O:10])=[O:9])[S:21]([CH3:18])(=[O:23])=[O:22])[C:12]#[N:13])(=[O:9])=[O:10])=[CH:6][CH:7]=1. Reported procedure: The titled compound was prepared in an analogous fashion to Intermediate 2 except that 2-(4-fluoro-benzenesulfonyl) acetonitrile is utilized in place of 2-(4-chlorobenzenesulfonyl) acetonitrile. The reactants are NC=1C=CC(=NC1)N(CC)CC (5-amino-2-diethylaminopyridine), C(=S)(Cl)Cl (thiophosgene), C([O-])([O-])=O.[K+].[K+] (potassium carbonate). The solvent is O (water), C(Cl)(Cl)Cl (chloroform). Product: C(C)N(C1=NC=C(C=C1)N=C=S)CC ((2-diethylaminopyridin-5-yl) isothiocyanate). The yield is 19.1%. Reaction SMILES: [NH2:1][C:2]1[CH:3]=[CH:4][C:5]([N:8]([CH2:11][CH3:12])[CH2:9][CH3:10])=[N:6][CH:7]=1.[C:13](Cl)(Cl)=[S:14].C(=O)([O-])[O-].[K+].[K+]>O.C(Cl)(Cl)Cl>[CH2:9]([N:8]([CH2:11][CH3:12])[C:5]1[CH:4]=[CH:3][C:2]([N:1]=[C:13]=[S:14])=[CH:7][N:6]=1)[CH3:10] |f:2.3.4|. Procedure details: Using procedures similar to those employed in Step A of Example 8, the reaction of 15.9 g (0.096 mole of 5-amino-2-diethylaminopyridine with 22.2 g (0.193 mole) of thiophosgene and 5.0 g (0.036 mole) of potassium carbonate in 50 ml of water and 150 ml of chloroform yielded 3.8 g of (2-diethylaminopyridin-5-yl) isothiocyanate as a solid. The nmr spectrum was consistent with the proposed structure. Procedure: Following the procedure of Example 97, the reaction of 2-methylimidazole with 2-chloro-5,6,7,8-tetrahydro-4-(3,4-ethylendioxybenzylamino)-[ I]-benzothieno-[2,3-d]-pyrimidine gives 2-(2-methylimidazol-1-yl)-5,6,7,8-tetrahydro-4-(3,4-ethylendioxybenzylamino)-[1]-benzothieno-[2,3-d]-pyrimidine. Yields the product CC=1N(C=CN1)C=1N=C(C2=C(N1)SC1=C2CCCC1)NCC1=CC2=C(C=C1)OCCO2 (2-(2-methylimidazol-1-yl)-5,6,7,8-tetrahydro-4-(3,4-ethylendioxybenzylamino)-[1]-benzothieno-[2,3-d]-pyrimidine). The reactants are CC=1NC=CN1 (2-methylimidazole), ClC=1N=C(C2=C(N1)SC1=C2CCCC1)NCC1=CC2=C(C=C1)OCCO2 (2-chloro-5,6,7,8-tetrahydro-4-(3,4-ethylendioxybenzylamino)-[ I]-benzothieno-[2,3-d]-pyrimidine). Reaction SMILES: [CH3:1][C:2]1[NH:3][CH:4]=[CH:5][N:6]=1.Cl[C:8]1[N:9]=[C:10]([NH:21][CH2:22][C:23]2[CH:28]=[CH:27][C:26]3[O:29][CH2:30][CH2:31][O:32][C:25]=3[CH:24]=2)[C:11]2[C:16]3[CH2:17][CH2:18][CH2:19][CH2:20][C:15]=3[S:14][C:12]=2[N:13]=1>>[CH3:1][C:2]1[N:3]([C:8]2[N:9]=[C:10]([NH:21][CH2:22][C:23]3[CH:28]=[CH:27][C:26]4[O:29][CH2:30][CH2:31][O:32][C:25]=4[CH:24]=3)[C:11]3[C:16]4[CH2:17][CH2:18][CH2:19][CH2:20][C:15]=4[S:14][C:12]=3[N:13]=2)[CH:4]=[CH:5][N:6]=1.